This data is from the Open Reaction Database (ORD), a public repository of structured organic reaction records. The task is: describe an organic reaction: reactants, conditions, products, and yield Starting materials: S1C=NC2=C1C=CC=C2 (benzo[d]thiazole), [Li]CCCC (n-BuLi), CN(C)C=O (DMF). Reaction conditions: time 1 hour. The product is S1C(=NC2=C1C=CC=C2)C=O (benzo[d]thiazole-2-carbaldehyde). As a reaction SMILES: [S:1]1[C:5]2[CH:6]=[CH:7][CH:8]=[CH:9][C:4]=2[N:3]=[CH:2]1.[Li]CCCC.CN([CH:18]=[O:19])C>>[S:1]1[C:5]2[CH:6]=[CH:7][CH:8]=[CH:9][C:4]=2[N:3]=[C:2]1[CH:18]=[O:19]. Reported procedure: To a solution of benzo[d]thiazole (1 g, 7 mmol) in DMF (10 mL) was added n-BuLi (8.4 mL, 21 mmol) over 15 min at −78° C. and the mixture was stirred at this temperature for 1 hour. The reaction was quenched with water, extracted with EtOAc and dried over anhydrous sodium sulfate. The solution was then concentrated under vacuum to give benzo[d]thiazole-2-carbaldehyde as a light yellow solid (500 mg). Reactants: CCCC[N+](CCCC)(CCCC)CCCC, COc1nc(NCc2ccc(C(F)(F)F)cc2)ccc1Cc1cn([Si](C(C)C)(C(C)C)C(C)C)c2ncccc12, [F-], C1CCOC1, O. Product: COc1nc(NCc2ccc(C(F)(F)F)cc2)ccc1Cc1c[nH]c2ncccc12. As a reaction SMILES: [CH2:47]([N+:48]([CH2:49][CH2:50][CH2:51][CH3:52])([CH2:53][CH2:54][CH2:55][CH3:56])[CH2:57][CH2:58][CH2:59][CH3:60])[CH2:61][CH2:62][CH3:63].[CH3:1][O:2][c:3]1[c:4]([CH2:21][c:22]2[cH:23][n:24]([Si:31]([CH:32]([CH3:33])[CH3:34])([CH:35]([CH3:36])[CH3:37])[CH:38]([CH3:39])[CH3:40])[c:25]3[n:26][cH:27][cH:28][cH:29][c:30]23)[cH:5][cH:6][c:7]([NH:9][CH2:10][c:11]2[cH:12][cH:13][c:14]([C:17]([F:18])([F:19])[F:20])[cH:15][cH:16]2)[n:8]1.[F-:46].[O:41]1[CH2:42][CH2:43][CH2:44][CH2:45]1.[OH2:64]>>[CH3:1][O:2][c:3]1[c:4]([CH2:21][c:22]2[cH:23][nH:24][c:25]3[n:26][cH:27][cH:28][cH:29][c:30]23)[cH:5][cH:6][c:7]([NH:9][CH2:10][c:11]2[cH:12][cH:13][c:14]([C:17]([F:18])([F:19])[F:20])[cH:15][cH:16]2)[n:8]1. The reactants are N#CCBr, O=C([O-])[O-], Cc1c(N)cccc1O, CCC(C)=O, [Cs+], [Cs+]. The product is Cc1c(N)cccc1OCC#N. As a reaction SMILES: [Br:16][CH2:17][C:18]#[N:19].[C:10](=[O:11])([O-:12])[O-:13].[CH3:1][c:2]1[c:3]([OH:9])[cH:4][cH:5][cH:6][c:7]1[NH2:8].[CH3:20][C:21]([CH2:22][CH3:23])=[O:24].[Cs+:14].[Cs+:15]>>[CH3:1][c:2]1[c:3]([O:9][CH2:17][C:18]#[N:19])[cH:4][cH:5][cH:6][c:7]1[NH2:8]. The reactants are ClC=1C=C2C(C(NC2=C(C1)Cl)=O)=O (5,7-dichloroisatin), Cl.NCC(=O)C1=CC=C(C=C1)Cl (2-amino-1-(4-chlorophenyl)ethanone hydrochloride), O (water). The product is NC=1C(=NC2=C(C=C(C=C2C1C(=O)O)Cl)Cl)C1=CC=C(C=C1)Cl (3-Amino-6,8-dichloro-2-(4-chlorophenyl)-4-quinolinecarboxylic acid). As a reaction SMILES: [Cl:1][C:2]1[CH:3]=[C:4]2[C:8](=[C:9]([Cl:11])[CH:10]=1)[NH:7][C:6](=[O:12])[C:5]2=O.Cl.[NH2:15][CH2:16][C:17]([C:19]1[CH:24]=[CH:23][C:22]([Cl:25])=[CH:21][CH:20]=1)=O.[OH2:26]>>[NH2:15][C:16]1[C:17]([C:19]2[CH:24]=[CH:23][C:22]([Cl:25])=[CH:21][CH:20]=2)=[N:7][C:8]2[C:4]([C:5]=1[C:6]([OH:12])=[O:26])=[CH:3][C:2]([Cl:1])=[CH:10][C:9]=2[Cl:11] |f:1.2|. Reported procedure: A solution of 5.4 g of 5,7-dichloroisatin in water was reacted with 7.21 g of 2-amino-1-(4-chlorophenyl)ethanone hydrochloride by the procedure described in example 33, giving 5.2 g of the desired compound as a yellow solid, mp 260°-261° C. The reactants are C(CC)(=N)NC1=CC=C(C=C1)CCNC(OC(C)(C)C)=O (tert-butyl 2-[4-(propanimidoylamino)phenyl]ethylcarbamate), Br.BrCC(=O)C1=NC(=CC=C1)C (2-bromo-1-(6-methylpyridin-2-yl)ethanone hydrobromide). Yields the product C(C)C=1N(C=C(N1)C1=NC(=CC=C1)C)C1=CC=C(C=C1)CCNC(OC(C)(C)C)=O (tert-butyl 2-{4-[2-ethyl-4-(6-methylpyridin-2-yl)-1H-imidazol-1-yl]phenyl}ethylcarbamate). Reaction SMILES: [C:1]([NH:5][C:6]1[CH:11]=[CH:10][C:9]([CH2:12][CH2:13][NH:14][C:15](=[O:21])[O:16][C:17]([CH3:20])([CH3:19])[CH3:18])=[CH:8][CH:7]=1)(=[NH:4])[CH2:2][CH3:3].Br.Br[CH2:24][C:25]([C:27]1[CH:32]=[CH:31][CH:30]=[C:29]([CH3:33])[N:28]=1)=O>>[CH2:2]([C:1]1[N:5]([C:6]2[CH:11]=[CH:10][C:9]([CH2:12][CH2:13][NH:14][C:15](=[O:21])[O:16][C:17]([CH3:20])([CH3:19])[CH3:18])=[CH:8][CH:7]=2)[CH:24]=[C:25]([C:27]2[CH:32]=[CH:31][CH:30]=[C:29]([CH3:33])[N:28]=2)[N:4]=1)[CH3:3] |f:1.2|. Procedure: The title compound was prepared according to the procedure described in step 4 of Example 26 from tert-butyl 2-[4-(propanimidoylamino)phenyl]ethylcarbamate and 2-bromo-1-(6-methylpyridin-2-yl)ethanone hydrobromide (J. Med. Pharm. Chem., 1961, 3, 561). MS (ESI) m/z 407 [M+H]+.